From a dataset of the Open Reaction Database (ORD), a public repository of structured organic reaction records. describe an organic reaction: reactants, conditions, products, and yield Solvent: O (water). Procedure details: A solution of 2-(2-aminoethylthiomethyl)-3-mercaptopyridine dihydrochloride (0.40 g) in water (4 mL) basified with addition of concentrated ammonium hydroxide and a stream of air was bubbled through it for 16 hours. Reaction mixture was evaporated to dryness to produce solid residue of title product and ammonium chloride which was used for next step without further purification. 1H NMR (D2O) δ 2.75 (t, J=6H, 2H), 3.15 (t, J=6H, 2H), 4.00 (s, 2H), 7.38 (dd, J=4, J=6, 1H), 8.21 (d, J=6, 1H), 8.38 ... The product is NCCSCC1=NC=CC=C1SSC=1C(=NC=CC1)CSCCN (bis(2-(2-Aminoethylthiomethyl)pyrid-3-yl)disulfide), [Cl-].[NH4+] (ammonium chloride). Reactants: Cl.Cl.NCCSCC1=NC=CC=C1S (2-(2-aminoethylthiomethyl)-3-mercaptopyridine dihydrochloride), [OH-].[NH4+] (ammonium hydroxide). As a reaction SMILES: [ClH:1].Cl.[NH2:3][CH2:4][CH2:5][S:6][CH2:7][C:8]1[C:13]([SH:14])=[CH:12][CH:11]=[CH:10][N:9]=1.[OH-].[NH4+:16]>O>[NH2:3][CH2:4][CH2:5][S:6][CH2:7][C:8]1[C:13]([S:14][S:14][C:13]2[C:8]([CH2:7][S:6][CH2:5][CH2:4][NH2:3])=[N:16][CH:10]=[CH:11][CH:12]=2)=[CH:12][CH:11]=[CH:10][N:9]=1.[Cl-:1].[NH4+:3] |f:0.1.2,3.4,7.8|. Reactants: FC1=CC=C(C=2N[C@H](COC21)C)[N+](=O)[O-] ((S)-8-fluoro-3-methyl-5-nitro-3,4-dihydro-2H-benzo[1,4]oxazine). Reagents/catalysts: [Pd] (Pd/C). The solvent is CCOC(=O)C (EtOAc), IMS. Conditions: time 16 hour. Yields the product FC1=CC=C(C=2N[C@H](COC21)C)N ((S)-8-Fluoro-3-methyl-3,4-dihydro-2H-benzo[1,4]oxazin-5-ylamine). The yield is 102.1%. Reaction SMILES: [F:1][C:2]1[C:11]2[O:10][CH2:9][C@H:8]([CH3:12])[NH:7][C:6]=2[C:5]([N+:13]([O-])=O)=[CH:4][CH:3]=1>CCOC(C)=O.[Pd]>[F:1][C:2]1[C:11]2[O:10][CH2:9][C@H:8]([CH3:12])[NH:7][C:6]=2[C:5]([NH2:13])=[CH:4][CH:3]=1. Procedure details: A suspension of (S)-8-fluoro-3-methyl-5-nitro-3,4-dihydro-2H-benzo[1,4]oxazine (183 mg, 0.86 mmol) and 10% Pd/C (37 mg) in EtOAc (12 mL) and IMS (1.2 mL) was stirred under a H2 balloon for 16 h. The reaction mixture was filtered through celite and the filtrate was concentrated in vacuo to give the title compound as a pale yellow oil (160 mg, quant.). 1H NMR (CDCl3, 300 MHz): δ 6.35 (1H, dd, J=10.8, 8.6 Hz), 6.14 (1H, dd, J=8.6, 4.6 Hz), 4.19 (1H, dd, J=10.5, 2.9 Hz), 3.64 (1H, dd, J=10.5, 8.4 Hz...